Dataset: the Open Reaction Database (ORD), a public repository of structured organic reaction records. Task: describe an organic reaction: reactants, conditions, products, and yield Procedure details: Lithium tri-sec-butylborohydride (1 mol/L in tetrahydrofuran, 59.2 mL) was added to a solution of (R)-2-methyl-propane-2-sulfinic acid [1-(4-bromo-2-methyl-phenyl)-ethylidene]-amide (6.24 g) in tetrahydrofuran (50 mL) chilled in an ice bath. The solution was stirred for 2 h while warming to room temperature in the cooling bath. The solution was then cooled again in an ice bath prior to the careful addition of water. The resulting mixture was extracted with ethyl acetate and the combined extracts... As a reaction SMILES: C([BH-](C(CC)C)C(CC)C)(CC)C.[Li+].[Br:15][C:16]1[CH:21]=[CH:20][C:19]([C:22](=[N:24][S@@:25]([C:27]([CH3:30])([CH3:29])[CH3:28])=[O:26])[CH3:23])=[C:18]([CH3:31])[CH:17]=1.O>O1CCCC1>[Br:15][C:16]1[CH:21]=[CH:20][C:19]([C@@H:22]([NH:24][S@@:25]([C:27]([CH3:30])([CH3:29])[CH3:28])=[O:26])[CH3:23])=[C:18]([CH3:31])[CH:17]=1 |f:0.1|. Conditions: time 2 hour. Starting materials: C(C)(CC)[BH-](C(C)CC)C(C)CC.[Li+] (Lithium tri-sec-butylborohydride), BrC1=CC(=C(C=C1)C(C)=N[S@](=O)C(C)(C)C)C ((R)-2-methyl-propane-2-sulfinic acid [1-(4-bromo-2-methyl-phenyl)-ethylidene]-amide), O (water). Product: BrC1=CC(=C(C=C1)[C@H](C)N[S@](=O)C(C)(C)C)C ((R)-2-Methyl-propane-2-sulfinic acid [(S)-1-(4-bromo-2-methyl-phenyl)-ethyl]-amide). Solvent: O1CCCC1 (tetrahydrofuran). Conditions: temperature 60 celsius, time 3 hour. As a reaction SMILES: [CH:1]([S:4][C:5]1[CH:6]=[C:7]([CH:11]=[CH:12][C:13]=1[O:14][CH3:15])[C:8](O)=[O:9])([CH3:3])[CH3:2].CN(C)C=O.S(Cl)([Cl:23])=O>C1(C)C=CC=CC=1>[CH:1]([S:4][C:5]1[CH:6]=[C:7]([CH:11]=[CH:12][C:13]=1[O:14][CH3:15])[C:8]([Cl:23])=[O:9])([CH3:3])[CH3:2]. Reported procedure: A solution of 3-isopropylthio-4-methoxybenzoic acid (2.5 g; that is prepared as described in Reference Example 49) in toluene (25 mL) and dimethylformamide (0.2 mL) is treated with thionyl chloride (2.5 mL) and the solution is stirred at 60° C. for 3 hours. The solution is concentrated, treated with toluene (10 mL) and again evaporated to dryness, to give 3-isopropylthio-4-methoxybenzoyl chloride (2.7 g), in the form of a light brown oil. Solvent: C1(=CC=CC=C1)C (toluene). The reactants are C(C)(C)SC=1C=C(C(=O)O)C=CC1OC (3-isopropylthio-4-methoxybenzoic acid), CN(C=O)C (dimethylformamide), S(=O)(Cl)Cl (thionyl chloride). Yields the product C(C)(C)SC=1C=C(C(=O)Cl)C=CC1OC (3-isopropylthio-4-methoxybenzoyl chloride). The reactants are CCO, [Cl-], Cc1ccc([N+](=O)[O-])c(Cl)c1C#N, Cl, O, O, O. Yields the product Cc1ccc(N)c(Cl)c1C#N. RXN SMILES: [CH3:17][CH2:18][OH:19].[Cl-:16].[Cl:1][c:2]1[c:3]([C:4]#[N:5])[c:6]([CH3:13])[cH:7][cH:8][c:9]1[N+:10]([O-:11])=[O:12].[ClH:20].[OH2:14].[OH2:15].[OH2:21]>>[Cl:1][c:2]1[c:3]([C:4]#[N:5])[c:6]([CH3:13])[cH:7][cH:8][c:9]1[NH2:10]. The reactants are C(C)(=O)OC1=C(C=C(C=C1)OC(C)=O)OC(C)=O (1,2,4-triacetoxybenzene), C(C1=CC=CC=C1)C(C(=O)OCC)C(=O)C (ethyl 2-benzylacetoacetate), S(O)(O)(=O)=O (sulphuric acid). The solvent is ice water. Run at time 16 hour. The product is OC=1C=C2C(=C(C(OC2=CC1O)=O)CC1=CC=CC=C1)C (6,7-dihydroxy-3-benzyl-4-methyl Coumarin). RXN SMILES: C([O:4][C:5]1[CH:10]=CC(OC(=O)C)=[CH:7][C:6]=1[O:15]C(=O)C)(=O)C.[CH2:19]([CH:26]([C:32]([CH3:34])=O)[C:27]([O:29][CH2:30][CH3:31])=[O:28])[C:20]1[CH:25]=[CH:24][CH:23]=[CH:22][CH:21]=1.S(=O)(=O)(O)O>>[OH:4][C:5]1[CH:10]=[C:31]2[C:30](=[CH:7][C:6]=1[OH:15])[O:29][C:27](=[O:28])[C:26]([CH2:19][C:20]1[CH:25]=[CH:24][CH:23]=[CH:22][CH:21]=1)=[C:32]2[CH3:34]. Procedure: 1,2,4-triacetoxybenzene (6.3 g, 25 mmol) and ethyl 2-benzylacetoacetate (5.5 g, 25 mmol) were heated together as described in Example 1. 75% sulphuric acid (35 ml) was added to the stirred solution and stirring continued for 16 hours. The dark coloured suspension was poured into ice/water (350 ml) with good stirring and the grey suspension filtered and the residue washed with abundant water. The residual solid was air dried and recrystallised from hot ethanol with subsequent addition of a little... Reactants: ClC=1C=C(C(=O)NC2=CC=C(C(=O)OC)C=C2)C=C(C1OC1CCCCC1)OC1CCCCC1 (Methyl 4-(3-chloro-4,5-bis(cyclohexyloxy)benzamido)benzoate). The solvent is O1CCOCC1 (1,4-dioxane). Yields the product ClC=1C=C(C(=O)NC2=CC=C(C(=O)O)C=C2)C=C(C1OC1CCCCC1)OC1CCCCC1 (4-(3-Chloro-4,5-bis(cyclohexyloxy)benzamido)benzoic acid). Yield: 18.7%. RXN SMILES: [Cl:1][C:2]1[CH:3]=[C:4]([CH:18]=[C:19]([O:28][CH:29]2[CH2:34][CH2:33][CH2:32][CH2:31][CH2:30]2)[C:20]=1[O:21][CH:22]1[CH2:27][CH2:26][CH2:25][CH2:24][CH2:23]1)[C:5]([NH:7][C:8]1[CH:17]=[CH:16][C:11]([C:12]([O:14]C)=[O:13])=[CH:10][CH:9]=1)=[O:6]>O1CCOCC1>[Cl:1][C:2]1[CH:3]=[C:4]([CH:18]=[C:19]([O:28][CH:29]2[CH2:34][CH2:33][CH2:32][CH2:31][CH2:30]2)[C:20]=1[O:21][CH:22]1[CH2:27][CH2:26][CH2:25][CH2:24][CH2:23]1)[C:5]([NH:7][C:8]1[CH:9]=[CH:10][C:11]([C:12]([OH:14])=[O:13])=[CH:16][CH:17]=1)=[O:6]. Procedure: 4-(3-Chloro-4,5-bis(cyclohexyloxy)benzamido)benzoic acid (AAA-047) (15 mg, 19%) was prepared from methyl 4-(3-chloro-4,5-bis(cyclohexyloxy)benzamido)benzoate (8) (80 mg, 0.17 mmol) using a procedure essentially the same as in Step (ii) for AAA-001, except that 1,4-dioxane (6 mL) was used instead of THF: m/z 470 [M−H]− (ES−); 1H NMR (400 MHz, DMSO-d6) δ: 12.72 (1H, br s), 10.44 (1H, s), 7.94 (2H, d), 7.87 (2H, d), 7.67 (1H, d), 7.53 (1H, d), 4.53 (1H, m), 4.36 (1H, m), 1.98-1.82 (4H, m), 1.80-1.6... RXN SMILES: [CH3:21][c:22]1[cH:23][cH:24][cH:25][cH:26][cH:27]1.[Cl:11][CH:12]([C:13](=[O:14])[O:15][CH2:16][CH3:17])[C:18](=[O:19])[CH3:20].[H-:1].[Na+:2].[OH:3][c:4]1[cH:5][cH:6][c:7]([Cl:8])[cH:9][cH:10]1>>[O:3]([c:4]1[cH:5][cH:6][c:7]([Cl:8])[cH:9][cH:10]1)[CH:12]([C:13](=[O:14])[O:15][CH2:16][CH3:17])[C:18](=[O:19])[CH3:20]. The reactants are Cc1ccccc1, CCOC(=O)C(Cl)C(C)=O, [H-], [Na+], Oc1ccc(Cl)cc1. Yields the product CCOC(=O)C(Oc1ccc(Cl)cc1)C(C)=O.